Dataset: the Open Reaction Database (ORD), a public repository of structured organic reaction records. Task: describe an organic reaction: reactants, conditions, products, and yield Reactants: CCNc1ccc(NC(=O)C(F)(F)F)cc1N=C1SC(=C2Sc3ccccc3N2C)C(=O)N1Cc1ccccc1, CO, CCOC(C)=O, [K+], [K+], O=C([O-])[O-], O. Product: CCNc1ccc(N)cc1N=C1SC(=C2Sc3ccccc3N2C)C(=O)N1Cc1ccccc1. Reaction SMILES: [CH2:1]([c:2]1[cH:3][cH:4][cH:5][cH:6][cH:7]1)[N:8]1[C:9](=[N:24][c:25]2[cH:26][c:27]([NH:34][C:35](=[O:36])[C:37]([F:38])([F:39])[F:40])[cH:28][cH:29][c:30]2[NH:31][CH2:32][CH3:33])[S:10][C:11](=[C:14]2[S:15][c:16]3[c:17]([cH:20][cH:21][cH:22][cH:23]3)[N:18]2[CH3:19])[C:12]1=[O:13].[CH3:48][OH:49].[CH3:50][CH2:51][O:52][C:53]([CH3:54])=[O:55].[K+:42].[K+:43].[O-:44][C:45]([O-:46])=[O:47].[OH2:41]>>[CH2:1]([c:2]1[cH:3][cH:4][cH:5][cH:6][cH:7]1)[N:8]1[C:9](=[N:24][c:25]2[cH:26][c:27]([NH2:34])[cH:28][cH:29][c:30]2[NH:31][CH2:32][CH3:33])[S:10][C:11](=[C:14]2[S:15][c:16]3[c:17]([cH:20][cH:21][cH:22][cH:23]3)[N:18]2[CH3:19])[C:12]1=[O:13].